Dataset: the Open Reaction Database (ORD), a public repository of structured organic reaction records. Task: describe an organic reaction: reactants, conditions, products, and yield Reactants: COC1=CC=C(C=N1)N (6-Methoxy-pyridin-3-ylamine), N1=CC=CC=C1 (pyridine), C1(=CC=CC=C1)OC(=O)Cl (phenylchloroformate), O (Water), EtOAc hexanes. Run in C(Cl)Cl (CH2Cl2). Run at time 24 hour. Yields the product C1(=CC=CC=C1)OC(NC=1C=NC(=CC1)OC)=O ((6-methoxy-pyridin-3-yl)-carbamic acid phenyl ester). As a reaction SMILES: [CH3:1][O:2][C:3]1[N:8]=[CH:7][C:6]([NH2:9])=[CH:5][CH:4]=1.N1C=CC=CC=1.[C:16]1([O:22][C:23](Cl)=[O:24])[CH:21]=[CH:20][CH:19]=[CH:18][CH:17]=1.O>C(Cl)Cl>[C:16]1([O:22][C:23](=[O:24])[NH:9][C:6]2[CH:7]=[N:8][C:3]([O:2][CH3:1])=[CH:4][CH:5]=2)[CH:21]=[CH:20][CH:19]=[CH:18][CH:17]=1. Reported procedure: 6-Methoxy-pyridin-3-ylamine (1.0 g, 8.06 mmol) and pyridine (18 ml) are stirred in dry CH2Cl2. To this mixture phenylchloroformate (1.9 g, 12.0 mmol) is added and stirred for 24 hours at room temperature. Water and a solution of 1:1 EtOAc/hexanes is added to the mixture and the organic layer is separated. The organic layer is washed with 1N HCl three times and with brine once. The organic layer is dried over Na2SO4, filtered, and evaporated in vacuo. Purify by flash column chromatography (0-10% ...